Dataset: the Open Reaction Database (ORD), a public repository of structured organic reaction records. Task: describe an organic reaction: reactants, conditions, products, and yield The reactants are OC=1C(=NC=C(C(=O)[O-])C1)I (5-hydroxy-6-iodonicotinate), S1C=C(C=C1)CCO (2-(3-thienyl)ethanol), C1(=CC=CC=C1)P(C1=CC=CC=C1)C1=CC=CC=C1 (triphenylphosphine), O1CCCC1 (tetrahydrofuran), N(=NC(=O)OC(C)C)C(=O)OC(C)C (Diisopropyl azodicarboxylate). Yields the product IC1=NC=C(C(=O)OC)C=C1OCCC1=CSC=C1 (methyl 6-iodo-5-(2-(thiophen-3-yl)ethoxy)nicotinate). Yield: 93.2%. As a reaction SMILES: [OH:1][C:2]1[C:3]([I:11])=[N:4][CH:5]=[C:6]([CH:10]=1)[C:7]([O-:9])=[O:8].[S:12]1[CH:16]=[CH:15][C:14]([CH2:17][CH2:18]O)=[CH:13]1.[C:20]1(P(C2C=CC=CC=2)C2C=CC=CC=2)C=CC=CC=1.O1CCCC1.N(C(OC(C)C)=O)=NC(OC(C)C)=O>>[I:11][C:3]1[C:2]([O:1][CH2:18][CH2:17][C:14]2[CH:15]=[CH:16][S:12][CH:13]=2)=[CH:10][C:6]([C:7]([O:9][CH3:20])=[O:8])=[CH:5][N:4]=1. Reported procedure: To a solution containing 5-hydroxy-6-iodonicotinate (3.70 g, 13.3 mmol;), 2-(3-thienyl)ethanol (1.90 mL, 17.2 mmol), and triphenylphosphine (4.52 g, 17.2 mmol;) in tetrahydrofuran (73.3 mL, 903 mmol;) was added Diisopropyl azodicarboxylate (3.39 mL, 17.2 mmol;) dropwise. The reaction mixture was stirred at RT o/n. The reaction mixture was concentrated and purified by flash chromatography EtOAc/Hex (0-100%) (eluted at 30%) to give methyl 6-iodo-5-(2-(thiophen-3-yl)ethoxy)nicotinate (93.2% yield)....